From a dataset of the Open Reaction Database (ORD), a public repository of structured organic reaction records. describe an organic reaction: reactants, conditions, products, and yield The reactants are NN (hydrazine), O=C1N(C(C2=CC=CC=C12)=O)OCC=1N(C2=C(C=3N(C(=C2C)C)N=NN3)N1)CCCCNC(C1=CC=CC=C1)=O (N-[4-(8-{[(1,3-dioxo-1,3-dihydro-2H-isoindol-2-yl)oxy]methyl}-5,6-dimethyl-7H-imidazo[4,5-c]tetraazolo[1,5-a]pyridin-7-yl)butyl]benzamide), C(C)O (ethanol). Reaction conditions: time 2 hour. Product: CC1=C(C2=C(C=3N1N=NN3)N=C(N2CCCCNC(C2=CC=CC=C2)=O)CON=C(C)C)C (N-{4-[5,6-dimethyl-8-({[(1-methylethylidene)amino]oxy}methyl)-7H-imidazo[4,5-c]tetraazolo[1,5-a]pyridin-7-yl]butyl}benzamide). RXN SMILES: NN.O=[C:4]1[C:12]2C(=CC=CC=2)C(=O)[N:5]1[O:14][CH2:15][C:16]1[N:17]([CH2:30][CH2:31][CH2:32][CH2:33][NH:34][C:35](=[O:42])[C:36]2[CH:41]=[CH:40][CH:39]=[CH:38][CH:37]=2)[C:18]2[C:23]([CH3:24])=[C:22]([CH3:25])[N:21]3[N:26]=[N:27][N:28]=[C:20]3[C:19]=2[N:29]=1.[CH2:43](O)C>>[CH3:25][C:22]1[N:21]2[N:26]=[N:27][N:28]=[C:20]2[C:19]2[N:29]=[C:16]([CH2:15][O:14][N:5]=[C:4]([CH3:43])[CH3:12])[N:17]([CH2:30][CH2:31][CH2:32][CH2:33][NH:34][C:35](=[O:42])[C:36]3[CH:37]=[CH:38][CH:39]=[CH:40][CH:41]=3)[C:18]=2[C:23]=1[CH3:24]. Procedure: Anhydrous hydrazine (0.47 mL, 15 mmol) was added to a stirred suspension of N-[4-(8-{[(1,3-dioxo-1,3-dihydro-2H-isoindol-2-yl)oxy]methyl}-5,6-dimethyl-7H-imidazo[4,5-c]tetraazolo[1,5-a]pyridin-7-yl)butyl]benzamide (2.8 g, 5.0 mmol) in ethanol (50 mL). After two hours, a solid was isolated by filtration and the filter cake was washed with ethanol. Acetone (25 μL) and methanol (25 mL) were added to the solid and the mixture was stirred overnight. The volatiles were removed under reduced pressure t... Reactants: C(C1=CC=CC=C1)O[C@H]1[C@@H]([C@H]2N=C(S[C@H]2O[C@@H]1C(C)O)N(C(OC(C)(C)C)=O)CC=C)OCC1=CC=CC=C1 (tert-butyl N-[(3aR,5R,6S,7R,7aR)-6,7-bis(benzyloxy)-5-(1-hydroxyethyl)-3aH,5H,6H,7H,7aH-pyrano[3,2-d][1,3]thiazol-2-yl]-N-(prop-2-en-1-yl)carbamate). The solvent is ClCCl (dichloromethane). Reaction conditions: time 1.5 hour. Yields the product C(C)(=O)[C@@H]1[C@H]([C@@H]([C@H]2N=C(S[C@H]2O1)N(C(OC(C)(C)C)=O)CC=C)OCC1=CC=CC=C1)OCC1=CC=CC=C1 (tert-butyl N-[(3aR,5S,6S,7R,7aR)-5-acetyl-6,7-bis(benzyloxy)-3aH,5H,6H,7H,7aH-pyrano[3,2-d][1,3]thiazol-2-yl]-N-(prop-2-en-1-yl)carbamate). Isolated yield 65.8%. RXN SMILES: [CH2:1]([O:8][C@@H:9]1[C@@H:17]([CH:18]([OH:20])[CH3:19])[O:16][C@H:15]2[C@H:11]([N:12]=[C:13]([N:21]([CH2:29][CH:30]=[CH2:31])[C:22](=[O:28])[O:23][C:24]([CH3:27])([CH3:26])[CH3:25])[S:14]2)[C@H:10]1[O:32][CH2:33][C:34]1[CH:39]=[CH:38][CH:37]=[CH:36][CH:35]=1)[C:2]1[CH:7]=[CH:6][CH:5]=[CH:4][CH:3]=1>ClCCl>[C:18]([C@H:17]1[O:16][C@H:15]2[C@H:11]([N:12]=[C:13]([N:21]([CH2:29][CH:30]=[CH2:31])[C:22](=[O:28])[O:23][C:24]([CH3:27])([CH3:25])[CH3:26])[S:14]2)[C@@H:10]([O:32][CH2:33][C:34]2[CH:39]=[CH:38][CH:37]=[CH:36][CH:35]=2)[C@@H:9]1[O:8][CH2:1][C:2]1[CH:7]=[CH:6][CH:5]=[CH:4][CH:3]=1)(=[O:20])[CH3:19]. Procedure details: To a solution of 143 (6 g, 11 mmol) in dichloromethane (120 mL) was added DMP (6.9 g, 16 mmol). The resulting solution was stirred for 1.5 hours at room temperature, then quenched by saturated aqueous sodium bicarbonate solution (80 mL), and extracted with dichloromethane (3×100 mL). The combined organic layer was washed with brine (2×50 mL), dried over anhydrous magnesium sulfate and concentrated under vacuum. The residue was purified by flash column chromatography with 5%-10% ethyl acetate in ...